From a dataset of the Open Reaction Database (ORD), a public repository of structured organic reaction records. describe an organic reaction: reactants, conditions, products, and yield The reactants are P(=O)(O)(O)[O-].[Na+] (Sodium dihydrogen phosphate), Cl(=O)[O-].[Na+] (sodium chlorite), FC1=C(C=CC=C1F)[C@@H]1CC[C@H](C=2N(C1)C(=CN2)C=O)NC(OC(C)(C)C)=O (tert-butyl (6S,9R)-6-(2,3-difluorophenyl)-3-formyl-6,7,8,9-tetrahydro-5H-imidazo[1,2-a]azepin-9-ylcarbamate), CC(C)=CC (2-methyl-2-butene). Run in O1CCCC1 (tetrahydrofuran), O (water), C(C)(C)(C)O (tert-butanol). Run at time 3 hour. Product: C(C)(C)(C)OC(=O)N[C@H]1C=2N(C[C@@H](CC1)C1=C(C(=CC=C1)F)F)C(=CN2)C(=O)O ((6S,9R)-9-[(tert-Butoxycarbonyl)amino]-6-(2,3-difluorophenyl)-6,7,8,9-tetrahydro-5H-imidazo[1,2-a]azepine-3-carboxylic acid). As a reaction SMILES: P([O-])(O)(O)=O.[Na+].Cl([O-])=[O:8].[Na+].[F:11][C:12]1[C:17]([F:18])=[CH:16][CH:15]=[CH:14][C:13]=1[C@H:19]1[CH2:25][N:24]2[C:26]([CH:29]=[O:30])=[CH:27][N:28]=[C:23]2[C@H:22]([NH:31][C:32](=[O:38])[O:33][C:34]([CH3:37])([CH3:36])[CH3:35])[CH2:21][CH2:20]1.CC(=CC)C>O1CCCC1.O.C(O)(C)(C)C>[C:34]([O:33][C:32]([NH:31][C@@H:22]1[CH2:21][CH2:20][C@@H:19]([C:13]2[CH:14]=[CH:15][CH:16]=[C:17]([F:18])[C:12]=2[F:11])[CH2:25][N:24]2[C:26]([C:29]([OH:8])=[O:30])=[CH:27][N:28]=[C:23]12)=[O:38])([CH3:35])([CH3:37])[CH3:36] |f:0.1,2.3|. Procedure: Sodium dihydrogen phosphate (127 mg, 0.92 mmol) and sodium chlorite (42 mg, 0.46 mmol) were added to a solution of tert-butyl (6S,9R)-6-(2,3-difluorophenyl)-3-formyl-6,7,8,9-tetrahydro-5H-imidazo[1,2-a]azepin-9-ylcarbamate (45 mg, 0.12 mmol) in tetrahydrofuran (0.8 mL), water (0.8 mL), tert-butanol (0.2 mL), and 2-methyl-2-butene (0.2 mL). After 3 h of vigorously stirring, the reaction mixture was quenched with saturated solution of ammonium chloride. The mixture was extracted with ethyl acetate... Starting materials: O=C1N(C=2C(=NC=C(N2)C2=CC=C(C(=O)OC)C=C2)N1)CC1CCOCC1 (Methyl 4-(2-oxo-3-((tetrahydro-2H-pyran-4-yl)methyl)-2,3-dihydro-1H-imidazo[4,5-b]pyrazin-5-yl)benzoate), BrC1=CN=C2C(=N1)N(C(N2)=O)CC2CCOCC2 (6-Bromo-1-((tetrahydro-2H-pyran-4-yl)methyl)-1H-imidazo[4,5-b]pyrazin-2(3H)-one), COC(=O)C1=CC=C(C=C1)B(O)O (4-(methoxycarbonyl)phenylboronic acid), P(=O)([O-])([O-])[O-].[K+].[K+].[K+] (potassium phosphate), O (water). Reagents/catalysts: C1=CC=C(C=C1)P([C-]2C=CC=C2)C3=CC=CC=C3.C1=CC=C(C=C1)P([C-]2C=CC=C2)C3=CC=CC=C3.Cl[Pd]Cl.[Fe+2] (dichloro[1,1′-bis(diphenylphosphino)ferrocene]palladium). The solvent is CN(C)C=O (DMF). Run at temperature 100 celsius. Yields the product OC(C)(C)C1=CC=C(C=C1)C1=CN=C2C(=N1)N(C(N2)=O)CC2CCOCC2 (6-(4-(2-HYDROXYPROPAN-2-YL)PHENYL)-1-((TETRAHYDRO-2H-PYRAN-4-YL)METHYL)-1H-IMIDAZO[4,5-B]PYRAZIN-2(3H)-ONE). Isolated yield 31.0%. As a reaction SMILES: O=C1NC2=N[CH:7]=[C:8]([C:10]3[CH:19]=[CH:18][C:13](C(OC)=O)=[CH:12][CH:11]=3)N=C2N1CC1CCOCC1.Br[C:29]1[N:34]=[C:33]2[N:35]([CH2:39][CH:40]3[CH2:45][CH2:44][O:43][CH2:42][CH2:41]3)[C:36](=[O:38])[NH:37][C:32]2=[N:31][CH:30]=1.[CH3:46]OC(C1C=CC(B(O)O)=CC=1)=O.P([O-])([O-])([O-])=O.[K+].[K+].[K+].[OH2:67]>CN(C=O)C.C1C=CC(P(C2C=CC=CC=2)[C-]2C=CC=C2)=CC=1.C1C=CC(P(C2C=CC=CC=2)[C-]2C=CC=C2)=CC=1.Cl[Pd]Cl.[Fe+2]>[OH:67][C:8]([C:10]1[CH:11]=[CH:12][C:13]([C:29]2[N:34]=[C:33]3[N:35]([CH2:39][CH:40]4[CH2:45][CH2:44][O:43][CH2:42][CH2:41]4)[C:36](=[O:38])[NH:37][C:32]3=[N:31][CH:30]=2)=[CH:18][CH:19]=1)([CH3:7])[CH3:46] |f:3.4.5.6,9.10.11.12|. Procedure details: Methyl 4-(2-oxo-3-((tetrahydro-2H-pyran-4-yl)methyl)-2,3-dihydro-1H-imidazo[4,5-b]pyrazin-5-yl)benzoate. 6-Bromo-1-((tetrahydro-2H-pyran-4-yl)methyl)-1H-imidazo[4,5-b]pyrazin-2(3H)-one (See Example 101.B) (500 mg, 1.59 mmol), 4-(methoxycarbonyl)phenylboronic acid (317 mg, 1.92 mmol), dichloro[1,1′-bis(diphenylphosphino)ferrocene]palladium (II) dichloromethane (130 mg, 0.16 mmol) and potassium phosphate (1.35 g, 6.36 mmol) in DMF (40 mL) and water (10 mL) were reacted according to General Procedu...